Dataset: the Open Reaction Database (ORD), a public repository of structured organic reaction records. Task: describe an organic reaction: reactants, conditions, products, and yield Starting materials: N[C@H]([C@@H](C(=O)OC)C)C1=CC=CC=C1 (methyl (2S,3R)-3-amino-2-methyl-3-phenylpropionate), N (ammonia). The solvent is [OH-].[NH4+] (ammonium hydroxide). Run at time 4 day. Yields the product N[C@H]([C@@H](C(=O)N)C)C1=CC=CC=C1 ((2S,3R)-3-Amino-2-methyl-3-phenylpropionamide). As a reaction SMILES: [NH2:1][C@@H:2]([C:9]1[CH:14]=[CH:13][CH:12]=[CH:11][CH:10]=1)[C@H:3]([CH3:8])[C:4](OC)=[O:5].[NH3:15]>[OH-].[NH4+]>[NH2:1][C@@H:2]([C:9]1[CH:14]=[CH:13][CH:12]=[CH:11][CH:10]=1)[C@H:3]([CH3:8])[C:4]([NH2:15])=[O:5] |f:2.3|. Reported procedure: A solution of methyl (2S,3R)-3-amino-2-methyl-3-phenylpropionate (6.3 g, 33 mmol) in 2N methanolic ammonia (20 ml) and ammonium hydroxide (28-30%, 40 ml) was stirred at room temperature. After 4 d, it was evaporated followed by chromatography on a short column of silica gel (dichloromethane-methanol-conc. ammonium hydroxide=93:7:0.7; 90:10:0.8) to provide the amide as a white solid. MS (m/z): 179.2 (M+H)+; C10H14N2O requir. 178.2. Starting materials: CC(=O)OC(C)=O, [K+], [K+], Cc1cc(-c2nc3ccc(N)cc3c(=O)[nH]2)cc(C)c1OCCO, O=C([O-])[O-], c1ccncc1. Yields the product CC(=O)Nc1ccc2nc(-c3cc(C)c(OCCO)c(C)c3)[nH]c(=O)c2c1. Reaction SMILES: [CH3:25][C:26](=[O:27])[O:28][C:29](=[O:30])[CH3:31].[K+:32].[K+:33].[NH2:1][c:2]1[cH:3][c:4]2[c:5](=[O:24])[nH:6][c:7](-[c:12]3[cH:13][c:14]([CH3:23])[c:15]([O:19][CH2:20][CH2:21][OH:22])[c:16]([CH3:18])[cH:17]3)[n:8][c:9]2[cH:10][cH:11]1.[O-:34][C:35]([O-:36])=[O:37].[cH:38]1[cH:39][cH:40][n:41][cH:42][cH:43]1>>[NH:1]([c:2]1[cH:3][c:4]2[c:5](=[O:24])[nH:6][c:7](-[c:12]3[cH:13][c:14]([CH3:23])[c:15]([O:19][CH2:20][CH2:21][OH:22])[c:16]([CH3:18])[cH:17]3)[n:8][c:9]2[cH:10][cH:11]1)[C:26]([CH3:25])=[O:27]. Starting materials: CC(C)(C)OC(=O)N1CCOc2ccc(Br)cc2C1, CCO, Cc1ccccc1, [Na+], [Na+], O=C([O-])[O-], O, OB(O)c1ccccc1, c1ccc(P(c2ccccc2)(c2ccccc2)[Pd](P(c2ccccc2)(c2ccccc2)c2ccccc2)(P(c2ccccc2)(c2ccccc2)c2ccccc2)P(c2ccccc2)(c2ccccc2)c2ccccc2)cc1. The product is CC(C)(C)OC(=O)N1CCOc2ccc(-c3ccccc3)cc2C1. RXN SMILES: [Br:1][c:2]1[cH:3][cH:4][c:5]2[c:6]([cH:19]1)[CH2:7][N:8]([C:12](=[O:13])[O:14][C:15]([CH3:16])([CH3:17])[CH3:18])[CH2:9][CH2:10][O:11]2.[CH3:30][CH2:31][OH:32].[CH3:39][c:40]1[cH:41][cH:42][cH:43][cH:44][cH:45]1.[Na+:33].[Na+:34].[O-:35][C:36](=[O:37])[O-:38].[OH2:29].[OH:20][B:21]([OH:22])[c:23]1[cH:24][cH:25][cH:26][cH:27][cH:28]1.[cH:46]1[cH:47][cH:48][c:49]([P:50]([Pd:51]([P:52]([c:53]2[cH:54][cH:55][cH:56][cH:57][cH:58]2)([c:59]2[cH:60][cH:61][cH:62][cH:63][cH:64]2)[c:65]2[cH:66][cH:67][cH:68][cH:69][cH:70]2)([P:71]([c:72]2[cH:73][cH:74][cH:75][cH:76][cH:77]2)([c:78]2[cH:79][cH:80][cH:81][cH:82][cH:83]2)[c:84]2[cH:85][cH:86][cH:87][cH:88][cH:89]2)[P:90]([c:91]2[cH:92][cH:93][cH:94][cH:95][cH:96]2)([c:97]2[cH:98][cH:99][cH:100][cH:101][cH:102]2)[c:103]2[cH:104][cH:105][cH:106][cH:107][cH:108]2)([c:109]2[cH:110][cH:111][cH:112][cH:113][cH:114]2)[c:115]2[cH:116][cH:117][cH:118][cH:119][cH:120]2)[cH:121][cH:122]1>>[c:2]1(-[c:23]2[cH:24][cH:25][cH:26][cH:27][cH:28]2)[cH:3][cH:4][c:5]2[c:6]([cH:19]1)[CH2:7][N:8]([C:12](=[O:13])[O:14][C:15]([CH3:16])([CH3:17])[CH3:18])[CH2:9][CH2:10][O:11]2. Procedure details: L(+)-lysine monohydrochloride (3.08 g, 16.86 mmol) was cooled in an ice bath, followed by addition of aqueous ammonia (15 mL). The reaction solution was stirred at the same temperature for 25 minutes and then concentrated under reduced pressure, and the resulting crude product (3.20 g) was directly used for the next step. The product is Cl.[NH4+].[NH4+].N[C@H](C(=O)[O-])CCCCN.N[C@H](C(=O)[O-])CCCCN ((S)-2,6-diaminohexanoic acid, diammonium salt hydrochloride). Conditions: time 25 minute. The reactants are C(CCN)C[C@@H](C(=O)O)N.Cl (L(+)-lysine monohydrochloride), N (ammonia). As a reaction SMILES: [CH2:1]([CH2:5][C@H:6]([NH2:10])[C:7]([OH:9])=[O:8])[CH2:2][CH2:3][NH2:4].[ClH:11].[NH3:12]>>[ClH:11].[NH4+:4].[NH4+:12].[NH2:10][C@@H:6]([CH2:5][CH2:1][CH2:2][CH2:3][NH2:4])[C:7]([O-:9])=[O:8].[NH2:10][C@@H:6]([CH2:5][CH2:1][CH2:2][CH2:3][NH2:4])[C:7]([O-:9])=[O:8] |f:0.1,3.4.5.6.7|. Starting materials: Cc1nc2ncc(OCc3ccccc3)cc2cc1C(=O)NCc1ccc(C(C)(C)C)cc1, CO. Product: Cc1nc2ncc(O)cc2cc1C(=O)NCc1ccc(C(C)(C)C)cc1. RXN SMILES: [CH2:1]([c:2]1[cH:3][cH:4][cH:5][cH:6][cH:7]1)[O:8][c:9]1[cH:10][c:11]2[cH:12][c:13]([C:20](=[O:21])[NH:22][CH2:23][c:24]3[cH:25][cH:26][c:27]([C:30]([CH3:31])([CH3:32])[CH3:33])[cH:28][cH:29]3)[c:14]([CH3:19])[n:15][c:16]2[n:17][cH:18]1.[CH3:34][OH:35]>>[OH:8][c:9]1[cH:10][c:11]2[cH:12][c:13]([C:20](=[O:21])[NH:22][CH2:23][c:24]3[cH:25][cH:26][c:27]([C:30]([CH3:31])([CH3:32])[CH3:33])[cH:28][cH:29]3)[c:14]([CH3:19])[n:15][c:16]2[n:17][cH:18]1. Starting materials: ClC=1C=CC2=C(C(=NCC(=N2)NN)C2=C(C=CC=C2)Cl)C1 (7-chloro-2-hydrazino-5-(o-chlorophenyl)-3H-1,4-benzodiazepine), CN(CCC(C(=O)O)=O)C (4-(dimethylamino)-2-oxobutanoic acid). Yields the product ClC=1C=CC2=C(C(=NCC(=N2)NN=C(CCN(C)C)C(=O)O)C2=C(C=CC=C2)Cl)C1 (7-chloro-2-[[1-carboxy-3-(dimethylamino)propylidene]hydrazino]-5-(o-chlorophenyl)-3H-1,4-benzodiazepine). Reaction SMILES: [Cl:1][C:2]1[CH:3]=[CH:4][C:5]2[N:11]=[C:10]([NH:12][NH2:13])[CH2:9][N:8]=[C:7]([C:14]3[CH:19]=[CH:18][CH:17]=[CH:16][C:15]=3[Cl:20])[C:6]=2[CH:21]=1.[CH3:22][N:23]([CH3:31])[CH2:24][CH2:25][C:26](=O)[C:27]([OH:29])=[O:28]>>[Cl:1][C:2]1[CH:3]=[CH:4][C:5]2[N:11]=[C:10]([NH:12][N:13]=[C:26]([C:27]([OH:29])=[O:28])[CH2:25][CH2:24][N:23]([CH3:31])[CH3:22])[CH2:9][N:8]=[C:7]([C:14]3[CH:19]=[CH:18][CH:17]=[CH:16][C:15]=3[Cl:20])[C:6]=2[CH:21]=1. Procedure details: In the manner given in Example 13, 7-chloro-2-hydrazino-5-(o-chlorophenyl)-3H-1,4-benzodiazepine can be stirred with 4-(dimethylamino)-2-oxobutanoic acid at room temperature to give 7-chloro-2-[[1-carboxy-3-(dimethylamino)propylidene]hydrazino]-5-(o-chlorophenyl)-3H-1,4-benzodiazepine. The reactants are C(C)(C)(C)OC(=O)N[C@@H](C(=O)OC)CC1=CNC2=CC=CC=C12 (methyl (2R)-2-[(tert-butoxycarbonyl)amino]-3-(1H-indol-3-yl)propanoate), N (NH3). Solvent: CO (methanol). Run at temperature 85 celsius, time 24 hour. Yields the product NC([C@@H](CC1=CNC2=CC=CC=C12)NC(OC(C)(C)C)=O)=O (tert-Butyl (1R)-2-Amino-1-(1H-indol-3-ylmethyl)-2-oxoethylcarbamate). RXN SMILES: [C:1]([O:5][C:6]([NH:8][C@H:9]([CH2:14][C:15]1[C:23]2[C:18](=[CH:19][CH:20]=[CH:21][CH:22]=2)[NH:17][CH:16]=1)[C:10](OC)=[O:11])=[O:7])([CH3:4])([CH3:3])[CH3:2].[NH3:24]>CO>[NH2:24][C:10](=[O:11])[C@H:9]([NH:8][C:6](=[O:7])[O:5][C:1]([CH3:4])([CH3:3])[CH3:2])[CH2:14][C:15]1[C:23]2[C:18](=[CH:19][CH:20]=[CH:21][CH:22]=2)[NH:17][CH:16]=1. Procedure details: In a reactor under 200 psi of pressure was added (6.2 g, 22 mmol) of methyl (2R)-2-[(tert-butoxycarbonyl)amino]-3-(1H-indol-3-yl)propanoate and 120 ml of methanol saturated with NH3. The solution was stirred at about 85° C. for about 24 hours. After cooling, the solution was evaporated and the residue precipitated by the addition of diisopropyl ether. Filtration gave 5.4 g of the title product as a white powder. Melting point: 142-143° C. Reactants: ClCCl, CSC, COC(=O)c1cc(F)c(NC(=O)C2NC(CC(C)(C)C)C(C#N)(c3ccc(Cl)cc3F)C2c2cccc(Cl)c2F)cc1F. Yields the product CC(C)(C)CC1NC(C(=O)Nc2cc(F)c(C(=O)O)cc2F)C(c2cccc(Cl)c2F)C1(C#N)c1ccc(Cl)cc1F. Reaction SMILES: [CH2:47]([Cl:48])[Cl:49].[CH3:44][S:45][CH3:46].[Cl:1][c:2]1[c:3]([F:43])[c:4]([CH:8]2[CH:9]([C:28](=[O:29])[NH:30][c:31]3[cH:32][c:33]([F:42])[c:34]([C:35](=[O:36])[O:37][CH3:38])[cH:39][c:40]3[F:41])[NH:10][CH:11]([CH2:23][C:24]([CH3:25])([CH3:26])[CH3:27])[C:12]2([C:13]#[N:14])[c:15]2[c:16]([F:22])[cH:17][c:18]([Cl:21])[cH:19][cH:20]2)[cH:5][cH:6][cH:7]1>>[Cl:1][c:2]1[c:3]([F:43])[c:4]([CH:8]2[CH:9]([C:28](=[O:29])[NH:30][c:31]3[cH:32][c:33]([F:42])[c:34]([C:35](=[O:36])[OH:37])[cH:39][c:40]3[F:41])[NH:10][CH:11]([CH2:23][C:24]([CH3:25])([CH3:26])[CH3:27])[C:12]2([C:13]#[N:14])[c:15]2[c:16]([F:22])[cH:17][c:18]([Cl:21])[cH:19][cH:20]2)[cH:5][cH:6][cH:7]1. Product: ClC1=CC=2OC3=CC=4C(=CC3=C(C2C=C1)C1=CC=C(C=C1)Cl)OC1=CC(=CC=C1C4C4=CC=C(C=C4)Cl)Cl (3,10-Dichloro-7,14-bis-(4-chloro-phenyl)-chromeno[2,3-b]xanthene). The reactants are ClC1=CC=C(C=C1)C(C1=C(C=C(C(=C1)O)C(OC)(C1=CC=C(C=C1)Cl)C1=CC=C(C=C1)Cl)O)(OC)C1=CC=C(C=C1)Cl (2,5-bis-[bis-(4-chloro-phenyl)-methoxy-methyl]-benzene-1,4-diol). RXN SMILES: ClC1C=CC([C:8]([C:36]2[CH:41]=[CH:40][C:39]([Cl:42])=[CH:38][CH:37]=2)(OC)[C:9]2[CH:14]=[C:13]([OH:15])[C:12]([C:16](C3C=CC(Cl)=CC=3)([C:19]3[CH:24]=[CH:23][C:22]([Cl:25])=[CH:21][CH:20]=3)OC)=[CH:11][C:10]=2[OH:33])=CC=1>[N+](C1C=CC=CC=1)([O-])=O>[Cl:25][C:22]1[CH:23]=[CH:24][C:19]2[C:16]([C:36]3[CH:37]=[CH:38][C:39]([Cl:42])=[CH:40][CH:41]=3)=[C:12]3[C:13](=[CH:14][C:9]4[C:10]([O:33][C:24]5[C:19]([C:8]=4[C:36]4[CH:41]=[CH:40][C:39]([Cl:42])=[CH:38][CH:37]=4)=[CH:20][CH:21]=[C:22]([Cl:25])[CH:23]=5)=[CH:11]3)[O:15][C:20]=2[CH:21]=1. Solvent: [N+](=O)([O-])C1=CC=CC=C1 (nitrobenzene). Procedure details: A solution of the product from example a (2,5-bis-[bis-(4-chloro-phenyl)-methoxy-methyl]-benzene-1,4-diol, 1.0 g, 1.56 mmol) is dissolved in nitrobenzene (5 ml) and the solution heated at reflux. The initially colourless solution turns red and later deeply violet. After one hour at reflux, the mixture is allowed to cool and then filtered. The product (violet needles) is washed with plenty of methanol and dried. MS shows the correct mass and isotopic pattern of four chlorines. Starting materials: CC(C(=O)O)c1ccc(CC2CCCC2=O)cc1, COc1ccc(CN)cc1. Reagents/catalysts: C1CCN(C1)[P+](N2CCCC2)(N3CCCC3)Cl.F[P-](F)(F)(F)(F)F (PyCloP), CCN(C(C)C)C(C)C (DIPEA). The solvent is CN(C)C=O (DMF), CN(C)C=O (DMF), CN(C)C=O (DMF), CN(C)C=O (DMF), CN(C)C=O (DMF), CN(C)C=O (DMF). Conditions: temperature 25 celsius, time 2 hour. Yields the product COc1ccc(CNC(=O)C(C)c2ccc(CC3CCCC3=O)cc2)cc1. Isolated yield 1.3%. Reaction SMILES: COc1ccc(CN)cc1.CC(C(=O)O)c1ccc(CC2CCCC2=O)cc1.C1CCN(C1)[P+](N2CCCC2)(N3CCCC3)Cl.F[P-](F)(F)(F)(F)F.CCN(C(C)C)C(C)C.CN(C)C=O>>COc1ccc(CNC(=O)C(C)c2ccc(CC3CCCC3=O)cc2)cc1.